This data is from the Open Reaction Database (ORD), a public repository of structured organic reaction records. The task is: describe an organic reaction: reactants, conditions, products, and yield The reactants are CCOC(=O)C1NCCc2c1[nH]c1ccccc21, N#CO[Na], O. Yields the product CCOC(=O)C1c2[nH]c3ccccc3c2CCN1C(N)=O. Reaction SMILES: [CH:1]1([C:14](=[O:15])[O:16][CH2:17][CH3:18])[NH:2][CH2:3][CH2:4][c:5]2[c:6]1[nH:7][c:8]1[cH:9][cH:10][cH:11][cH:12][c:13]21.[Na:19][O:20][C:21]#[N:22].[OH2:23]>>[CH:1]1([C:14](=[O:15])[O:16][CH2:17][CH3:18])[N:2]([C:21](=[O:20])[NH2:22])[CH2:3][CH2:4][c:5]2[c:6]1[nH:7][c:8]1[cH:9][cH:10][cH:11][cH:12][c:13]21. Starting materials: [Cl-], O=C(O)c1cccc(S(=O)(=O)Cl)c1, [Na+], O. Product: [Na+], O=C([O-])c1cccc(S(=O)(=O)O)c1. As a reaction SMILES: [Cl-:2].[Cl:3][S:4](=[O:5])(=[O:6])[c:7]1[cH:8][c:9]([C:10](=[O:11])[OH:12])[cH:13][cH:14][cH:15]1.[Na+:1].[OH2:16]>>[Na+:1].[S:4](=[O:5])(=[O:6])([c:7]1[cH:8][c:9]([C:10](=[O:11])[O-:12])[cH:13][cH:14][cH:15]1)[OH:16].